This data is from the Open Reaction Database (ORD), a public repository of structured organic reaction records. The task is: describe an organic reaction: reactants, conditions, products, and yield The reactants are C1COCCO1, CC(=O)NCC1CN(c2ccc([Sn](C)(C)C)cc2)C(=O)O1, CC(C)(C)OP(=O)(OCC1CC(c2ccc(Br)cc2)=NO1)OC(C)(C)C, c1coc(P(c2ccco2)c2ccco2)c1. Product: CC(=O)NCC1CN(c2ccc(-c3ccc(C4=NOC(COP(=O)(OC(C)(C)C)OC(C)(C)C)C4)cc3)cc2)C(=O)O1. Reaction SMILES: [CH2:64]1[O:65][CH2:66][CH2:67][O:68][CH2:69]1.[O:27]=[C:28]1[O:29][CH:30]([CH2:43][NH:44][C:45]([CH3:46])=[O:47])[CH2:31][N:32]1[c:33]1[cH:34][cH:35][c:36]([Sn:39]([CH3:40])([CH3:41])[CH3:42])[cH:37][cH:38]1.[P:1](=[O:2])([O:3][CH2:4][CH:5]1[CH2:6][C:7]([c:10]2[cH:11][cH:12][c:13]([Br:16])[cH:14][cH:15]2)=[N:8][O:9]1)([O:17][C:18]([CH3:19])([CH3:20])[CH3:21])[O:22][C:23]([CH3:24])([CH3:25])[CH3:26].[o:48]1[cH:49][cH:50][cH:51][c:52]1[P:53]([c:54]1[o:55][cH:56][cH:57][cH:58]1)[c:59]1[o:60][cH:61][cH:62][cH:63]1>>[P:1](=[O:2])([O:3][CH2:4][CH:5]1[CH2:6][C:7]([c:10]2[cH:11][cH:12][c:13](-[c:36]3[cH:35][cH:34][c:33]([N:32]4[C:28](=[O:27])[O:29][CH:30]([CH2:43][NH:44][C:45]([CH3:46])=[O:47])[CH2:31]4)[cH:38][cH:37]3)[cH:14][cH:15]2)=[N:8][O:9]1)([O:17][C:18]([CH3:19])([CH3:20])[CH3:21])[O:22][C:23]([CH3:24])([CH3:25])[CH3:26]. The reactants are C(C)OC(=O)N1CCC2=C(C=3C(CCC3C=C2)=O)CC1 (1-Oxo-1,3,6,7,9,10-hexahydro-2H-8-aza-cyclohepta[e]indene-8-carboxylic acid ethyl ester), C1(CC1)[Mg]Br (cyclopropylmagnesium bromide). Solvent: C(C)OCC (diethyl ether). Product: C(C)OC(=O)N1CCC2=C(C=3C(CCC3C=C2)(O)C2CC2)CC1 (1-Cyclopropyl-1-hydroxy-1,3,6,7,9,10-hexahydro-2H-8-aza-cyclohepta[e]indene-8-carboxylic acid ethyl ester). As a reaction SMILES: [CH2:1]([O:3][C:4]([N:6]1[CH2:20][CH2:19][C:10]2[C:11]3[C:12](=[O:18])[CH2:13][CH2:14][C:15]=3[CH:16]=[CH:17][C:9]=2[CH2:8][CH2:7]1)=[O:5])[CH3:2].[CH:21]1([Mg]Br)[CH2:23][CH2:22]1>C(OCC)C>[CH2:1]([O:3][C:4]([N:6]1[CH2:20][CH2:19][C:10]2[C:11]3[C:12]([CH:21]4[CH2:23][CH2:22]4)([OH:18])[CH2:13][CH2:14][C:15]=3[CH:16]=[CH:17][C:9]=2[CH2:8][CH2:7]1)=[O:5])[CH3:2]. Procedure details: Into a stirred 100 ml flask containing Intermediate 3 (200 mg, 0.732 mmol) dissolved in diethyl ether (20 ml), cyclopropylmagnesium bromide (0.5M in THF, 7.32 ml, 3.66 mmol) was added at reflux. The reaction mixture was stirred at reflux for 1 hour. The reaction mixture was allowed to cool to room temperature and was quenched by addition of 10% aq. NH4Cl (50 ml). The aqueous mixture was extracted with EtOAc (3×). The combined EtOAc extracts were washed with brine, dried over Na2SO4, and solvent ... Reaction SMILES: ClC[C:3]1[C:12]2[C:7](=[CH:8][CH:9]=[CH:10][CH:11]=2)[C:6]2=[N:13][N:14]=[C:15](C3C=CC(OC)=CC=3)[N:5]2[N:4]=1>N1CCCC1>[N:13]1[N:14]=[CH:15][N:5]2[N:4]=[CH:3][C:12]3[C:7](=[CH:8][CH:9]=[CH:10][CH:11]=3)[C:6]=12. Yields the product N=1N=CN2C1C1=CC=CC=C1C=N2 (1,2,4-triazolo[3,4-a]phthalazine). Yield: 108.1%. The solvent is N1CCCC1 (pyrrolidine). Reactants: ClCC1=NN2C(C3=CC=CC=C13)=NN=C2C2=CC=C(C=C2)OC (6-(Chloromethyl)-3-(4-methoxyphenyl)-1,2,4-triazolo[3,4-a]phthalazine). Reported procedure: 6-(Chloromethyl)-3-(4-methoxyphenyl)-1,2,4-triazolo[3,4-a]phthalazine (3 g) and pyrrolidine (30 ml) are heated at 100° C. for 8 h in autoclave. The amine excess is removed, the residue is washed with a small amount of water and crystallized from ethyl acetate, yielding 3-(4-methoxyphenyl)-6-[1-pyrrolidinyl)methyl]-1,2,4-triazolo[3,4-a]phthalazine (1.7 g). M.p. 184°-186° C. The product is C(C)C1C(CC(C(C(OC(C2CCCCN2C(C(C2(C(CC(C(C(CC(C(C(=C1)C)F)C)OC)O2)OC)C)O)=O)=O)=O)C(=CC2CC(C(CC2)OC2=CC=CC=C2)OC)C)C)O)=O (17Ethyl-20-fluoro-1,14-dihydroxy-12-[2'-(4"-phenyloxy-3"-methoxycyclohexyl)-1'-methylvinyl]-23,25-dimethoxy-13,19,21,27-tetramethyl-11,28-dioxa-4-azatricyclo[22.3.1.04,9 ]octacos-18-ene-2,3,10,16-tetraone). Conditions: time 5 day. Starting materials: C(C)C1C(CC(C(C(OC(C2CCCCN2C(C(C2(C(CC(C(C(CC(C(C(=C1)C)F)C)OC)O2)OC)C)O)=O)=O)=O)C(=CC2CC(C(CC2)O)OC)C)C)O)=O (17-ethyl-20-fluoro-1,14-dihydroxy-12-[2'-(4"-hydroxy-3"-methoxycyclohexyl)-1'-methylvinyl]-23,25-dimethoxy-13,19,21,27-tetramethyl-11,28-dioxa-4-azatricyclo[22.3.1.04,9 ]-octacos-18-ene-2,3,10,16-tetraone), C(C)(=O)O.C(C)(=O)O.C1(=CC=CC=C1)[Bi](C1=CC=CC=C1)C1=CC=CC=C1 (triphenyl bismuth diacetate), C(C)(=O)O (acetic acid), C(O)(O)=O.C1(=CC=CC=C1)[Bi](C1=CC=CC=C1)C1=CC=CC=C1 (triphenyl bismuth carbonate). Solvent: C(Cl)Cl (CH2Cl2), C(=O)(O)[O-].[Na+] (NaHCO3), C(Cl)Cl (CH2Cl2). Reaction SMILES: [CH2:1]([CH:3]1[CH:29]=[C:28]([CH3:30])[CH:27]([F:31])[CH:26]([CH3:32])[CH2:25][CH:24]([O:33][CH3:34])[CH:23]2[O:35][C:19]([OH:39])([CH:20]([CH3:38])[CH2:21][CH:22]2[O:36][CH3:37])[C:18](=[O:40])[C:17](=[O:41])[N:16]2[CH:11]([CH2:12][CH2:13][CH2:14][CH2:15]2)[C:10](=[O:42])[O:9][CH:8]([C:43]([CH3:54])=[CH:44][CH:45]2[CH2:50][CH2:49][CH:48]([OH:51])[CH:47]([O:52][CH3:53])[CH2:46]2)[CH:7]([CH3:55])[CH:6]([OH:56])[CH2:5][C:4]1=[O:57])[CH3:2].C(O)(=O)C.C(O)(=O)C.[C:66]1([Bi](C2C=CC=CC=2)C2C=CC=CC=2)[CH:71]=[CH:70][CH:69]=[CH:68][CH:67]=1.C(O)(=O)C.C(=O)(O)O.C1([Bi](C2C=CC=CC=2)C2C=CC=CC=2)C=CC=CC=1>C(Cl)Cl.C([O-])(O)=O.[Na+].CC([O-])=O.CC([O-])=O.[Cu+2]>[CH2:1]([CH:3]1[CH:29]=[C:28]([CH3:30])[CH:27]([F:31])[CH:26]([CH3:32])[CH2:25][CH:24]([O:33][CH3:34])[CH:23]2[O:35][C:19]([OH:39])([CH:20]([CH3:38])[CH2:21][CH:22]2[O:36][CH3:37])[C:18](=[O:40])[C:17](=[O:41])[N:16]2[CH:11]([CH2:12][CH2:13][CH2:14][CH2:15]2)[C:10](=[O:42])[O:9][CH:8]([C:43]([CH3:54])=[CH:44][CH:45]2[CH2:50][CH2:49][CH:48]([O:51][C:66]3[CH:71]=[CH:70][CH:69]=[CH:68][CH:67]=3)[CH:47]([O:52][CH3:53])[CH2:46]2)[CH:7]([CH3:55])[CH:6]([OH:56])[CH2:5][C:4]1=[O:57])[CH3:2] |f:1.2.3,5.6,8.9,10.11.12|. Procedure: To a stirred solution of 17-ethyl-20-fluoro-1,14-dihydroxy-12-[2'-(4"-hydroxy-3"-methoxycyclohexyl)-1'-methylvinyl]-23,25-dimethoxy-13,19,21,27-tetramethyl-11,28-dioxa-4-azatricyclo[22.3.1.04,9 ]-octacos-18-ene-2,3,10,16-tetraone (100 mg, 0.126 mmol, 1 eq) and Cu(OAc)2 (2.8 mg, 0.014 mmol, 0.11 eq) in CH2Cl2 (1 ml) in a 16 mL screw-cap vial equipped with a magnetic stir-bar is added triphenyl bismuth diacetate [prepared immediately prior to use by addition of acetic acid (0.030 mL, 0.504 mmol, 4... The reagents and catalysts are CC(=O)[O-].CC(=O)[O-].[Cu+2] (Cu(OAc)2).